Dataset: the Open Reaction Database (ORD), a public repository of structured organic reaction records. Task: describe an organic reaction: reactants, conditions, products, and yield The reactants are [Mn](=O)(=O)(=O)[O-].[K+] (potassium permanganate), C(C1=CC=CC=C1)OC(=O)C(=C(C)C)N1C(C(C1SCC#CCC1=CC=CC=C1)NC(C1=CC=CC=C1)(C1=CC=CC=C1)C1=CC=CC=C1)=O (1-(1-Benzyloxycarbonyl-2-methyl-1-propenyl)-3-(triphenylmethylamino)-4-(4-phenylbut-2-ynylthio)azetidin-2-one). Reagents/catalysts: [O-2].[O-2].[Mn+4] (manganese dioxide). Run in C(C)(=O)OCC (ethyl acetate), O (water), S(=O)=O (sulphur dioxide), N1=CC=CC=C1 (pyridine), O (water). Reaction conditions: time 1.5 hour. Product: C1(=CC=CC=C1)CC#CCSC1C(C(N1)=O)NC(C1=CC=CC=C1)(C1=CC=CC=C1)C1=CC=CC=C1 (4-(4-phenylbut-2-ynylthio)-3-triphenylmethylamino-azetidin-2-one), 852g. Reaction SMILES: C(OC(C([N:15]1[CH:18]([S:19][CH2:20][C:21]#[C:22][CH2:23][C:24]2[CH:29]=[CH:28][CH:27]=[CH:26][CH:25]=2)[CH:17]([NH:30][C:31]([C:44]2[CH:49]=[CH:48][CH:47]=[CH:46][CH:45]=2)([C:38]2[CH:43]=[CH:42][CH:41]=[CH:40][CH:39]=2)[C:32]2[CH:37]=[CH:36][CH:35]=[CH:34][CH:33]=2)[C:16]1=[O:50])=C(C)C)=O)C1C=CC=CC=1.[Mn]([O-])(=O)(=O)=O.[K+]>N1C=CC=CC=1.O.C(OCC)(=O)C.S(=O)=O.[O-2].[O-2].[Mn+4]>[C:24]1([CH2:23][C:22]#[C:21][CH2:20][S:19][CH:18]2[NH:15][C:16](=[O:50])[CH:17]2[NH:30][C:31]([C:44]2[CH:49]=[CH:48][CH:47]=[CH:46][CH:45]=2)([C:38]2[CH:39]=[CH:40][CH:41]=[CH:42][CH:43]=2)[C:32]2[CH:33]=[CH:34][CH:35]=[CH:36][CH:37]=2)[CH:25]=[CH:26][CH:27]=[CH:28][CH:29]=1 |f:1.2,7.8.9|. Procedure: 1-(1-Benzyloxycarbonyl-2-methyl-1-propenyl)-3-(triphenylmethylamino)-4-(4-phenylbut-2-ynylthio)azetidin-2-one (5.40g) was dissolved in a mixture of pyridine (60ml) and water (6ml). The stirred mixture was cooled in an ice-salt bath and finely powdered potassium permanganate (2.30g) was added. The cooled mixture was stirred for a further 1.5 hours. The mixture was diluted with ethyl acetate (100ml) and water (10ml) and sulphur dioxide was passed until the manganese dioxide had dissolved. The orga... The reactants are CCOC(=O)C1CCC2(CC1C)OCCO2, CO, Cl, [K+], [OH-], O. The product is CC1CC2(CCC1C(=O)O)OCCO2. RXN SMILES: [CH2:1]([CH3:2])[O:3][C:4](=[O:5])[CH:6]1[CH:7]([CH3:16])[CH2:8][C:9]2([O:10][CH2:11][CH2:12][O:13]2)[CH2:14][CH2:15]1.[CH3:21][OH:22].[ClH:19].[K+:18].[OH-:17].[OH2:20]>>[O:3]=[C:4]([OH:5])[CH:6]1[CH:7]([CH3:16])[CH2:8][C:9]2([O:10][CH2:11][CH2:12][O:13]2)[CH2:14][CH2:15]1. Reactants: C[O-].[Na+] (sodium methoxide), 2-chloro, crude product, ClC=1N(C2=CC(=C(C=C2C1C=O)Cl)Cl)[C@H]1[C@H](O)[C@H](O)[C@H](O1)COC(C)=O (2,5,6-Trichloro-3-formyl-1-(5-O-acetyl-β-D-ribofuranosyl)indole), CO.C(Cl)(Cl)Cl (MeOH CHCl3), CO.O (MeOH H2O). Solvent: CO (MeOH), CO (MeOH), CO (MeOH). Conditions: time 30 minute. The product is ClC=1C=C2C(=C(N(C2=CC1Cl)[C@H]1[C@H](O)[C@H](O)[C@H](O1)CO)OC)C=O (5,6-Dichloro-2-methoxy-3-formyl-1-(β-D-ribofuranosyl)indole). Isolated yield 38.0%. RXN SMILES: Cl[C:2]1[N:3]([C@@H:15]2[O:21][C@H:20]([CH2:22][O:23]C(=O)C)[C@@H:18]([OH:19])[C@H:16]2[OH:17])[C:4]2[C:9]([C:10]=1[CH:11]=[O:12])=[CH:8][C:7]([Cl:13])=[C:6]([Cl:14])[CH:5]=2.[CH3:27][O-:28].[Na+].CO.C(Cl)(Cl)Cl.CO.O>CO>[Cl:13][C:7]1[CH:8]=[C:9]2[C:4](=[CH:5][C:6]=1[Cl:14])[N:3]([C@@H:15]1[O:21][C@H:20]([CH2:22][OH:23])[C@@H:18]([OH:19])[C@H:16]1[OH:17])[C:2]([O:28][CH3:27])=[C:10]2[CH:11]=[O:12] |f:1.2,3.4,5.6|. Procedure details: 2,5,6-Trichloro-3-formyl-1-(5-O-acetyl-β-D-ribofuranosyl)indole (see Chen et al.; 4.24, 148 mg, 0.35 mmol) was dissolved in dry MeOH (20 mL) to which was added sodium methoxide (21 mg, 0.39 mmol). The solution was stirred at room temperature for 30 min, then the solvent was removed under vacuum. The residue was suspended in 10% aqueous NaHCO3, and the suspension extracted with EtOAc (2×50 mL). The combined organic extracts were dried over MgSO4, filtered and evaporated to yield a white solid. Th... Reported procedure: 415 mg (1.30 mmol) of TBTU are added to a suspension (500 mg, 1.30 mmol) of the compound obtained in Step B of Example 2 in 25 ml of CH2Cl2. The suspension is stirred at ambient temperature for 10 minutes and 293 μl (1.68 mmol) of diisopropylethylamine are added. The reaction mixture becomes a solution and stirring is continued for 10 minutes. The solution is then saturated with ammonia gas and stirring is continued for 30 minutes. Thin-layer chromatography (AcOEt) indicates that all the startin... Run at time 10 minute. RXN SMILES: C[N:2](C(ON1N=NC2C=CC=CC1=2)=[N+](C)C)C.[B-](F)(F)(F)F.[O:23]=[S:24]1(=[O:49])[C:29]2[CH:30]=[C:31]([O:34][C:35]3[CH:40]=[CH:39][C:38]([CH2:41][CH2:42][C:43](O)=[O:44])=[CH:37][CH:36]=3)[CH:32]=[CH:33][C:28]=2[N:27]2[CH2:46][CH2:47][CH2:48][C:26]2=[N:25]1.C(N(C(C)C)CC)(C)C.N.Cl>C(Cl)Cl.CCOC(C)=O>[O:23]=[S:24]1(=[O:49])[C:29]2[CH:30]=[C:31]([O:34][C:35]3[CH:40]=[CH:39][C:38]([CH2:41][CH2:42][C:43]([NH2:2])=[O:44])=[CH:37][CH:36]=3)[CH:32]=[CH:33][C:28]=2[N:27]2[CH2:46][CH2:47][CH2:48][C:26]2=[N:25]1 |f:0.1|. Reactants: Cl (HCl), C(C)(C)N(CC)C(C)C (diisopropylethylamine), N (ammonia), CN(C)C(=[N+](C)C)ON1C2=C(C=CC=C2)N=N1.[B-](F)(F)(F)F (TBTU), suspension, O=S1(N=C2N(C3=C1C=C(C=C3)OC3=CC=C(C=C3)CCC(=O)O)CCC2)=O (3-{4-[(5,5-Dioxido-2,3-dihydro-1H-pyrrolo[2,1-c][1,2,4]benzothiadiazin-7-yl)oxy]phenyl}propanoic acid). Yields the product O=S1(N=C2N(C3=C1C=C(C=C3)OC3=CC=C(C=C3)CCC(=O)N)CCC2)=O (3-{4-[(5,5-Dioxido-2,3-dihydro-1H-pyrrolo[2,1-c][1,2,4]benzothiadiazin-7-yl)-oxy]phenyl}propanamide). Run in CCOC(=O)C (AcOEt), C(Cl)Cl (CH2Cl2). Reactants: C(C1=CC=CC=C1)C1CCN(CC1)C(C(=O)C1=CC=C(C=C1)OCC1=CC=CC=C1)C (2-(4-benzylpiperidino)-4'-benzyloxypropiophenone). The reagents and catalysts are [Pd] (palladium-on-charcoal). The solvent is C(C)O (ethanol), C(C)(=O)O (acetic acid). Product: C(C1=CC=CC=C1)C1CCN(CC1)C(C(=O)C1=CC=C(C=C1)O)C (2-(4-Benzylpiperidino)-4'-hydroxypropiophenone). As a reaction SMILES: [CH2:1]([CH:8]1[CH2:13][CH2:12][N:11]([CH:14]([CH3:31])[C:15]([C:17]2[CH:22]=[CH:21][C:20]([O:23]CC3C=CC=CC=3)=[CH:19][CH:18]=2)=[O:16])[CH2:10][CH2:9]1)[C:2]1[CH:7]=[CH:6][CH:5]=[CH:4][CH:3]=1>C(O)C.C(O)(=O)C.[Pd]>[CH2:1]([CH:8]1[CH2:9][CH2:10][N:11]([CH:14]([CH3:31])[C:15]([C:17]2[CH:22]=[CH:21][C:20]([OH:23])=[CH:19][CH:18]=2)=[O:16])[CH2:12][CH2:13]1)[C:2]1[CH:3]=[CH:4][CH:5]=[CH:6][CH:7]=1. Procedure: 25 g of 2-(4-benzylpiperidino)-4'-benzyloxypropiophenone are debenzylated in 200 ml of ethanol and 10 ml of acetic acid, in a Parr apparatus, in the presence of 1 g of 10% palladium-on-charcoal under a pressure of 0.1 MPa for 3 hours. The product obtained is isolated by filtering off the catalyst and evaporating off the solvent. Reactants: N1(CCC1)CCN1C(=NC(=C1)C=1C=NC=C(C1)C(F)(F)F)C1CCN(CC1)C1=C(C(=NC=N1)N)CC (6-(4-(1-(2-(azetidin-1-yl)ethyl)-4-(5-(trifluoromethyl)pyridin-3-yl)-1H-imidazol-2-yl)piperidin-1-yl)-5-ethylpyrimidin-4-amine), N1(CCC1)CCN1C(=NC(=C1)C=1C=CC(=C(C(=O)N)C1)F)C1CCNCC1 (5-(1-(2-(azetidin-1-yl)ethyl)-2-(piperidin-4-yl)-1H-imidazol-4-yl)-2-fluorobenzamide). Product: NC1=C(C(=NC=N1)N1CCC(CC1)C=1N(C=C(N1)C=1C=CC(=C(C(=O)N)C1)F)CCN1CCC1)CC (5-(2-(1-(6-amino-5-ethylpyrimidin-4-yl)piperidin-4-yl)-1-(2-(azetidin-1-yl)ethyl)-1H-imidazol-4-yl)-2-fluorobenzamide). RXN SMILES: N1(CCN2C=C(C3C=NC=C(C(F)(F)F)C=3)N=C2C2CCN([C:28]3[N:33]=[CH:32][N:31]=[C:30]([NH2:34])[C:29]=3[CH2:35][CH3:36])CC2)CCC1.[N:37]1([CH2:41][CH2:42][N:43]2[CH:47]=[C:46]([C:48]3[CH:49]=[CH:50][C:51]([F:57])=[C:52]([CH:56]=3)[C:53]([NH2:55])=[O:54])[N:45]=[C:44]2[CH:58]2[CH2:63][CH2:62][NH:61][CH2:60][CH2:59]2)[CH2:40][CH2:39][CH2:38]1>>[NH2:34][C:30]1[N:31]=[CH:32][N:33]=[C:28]([N:61]2[CH2:60][CH2:59][CH:58]([C:44]3[N:43]([CH2:42][CH2:41][N:37]4[CH2:38][CH2:39][CH2:40]4)[CH:47]=[C:46]([C:48]4[CH:49]=[CH:50][C:51]([F:57])=[C:52]([CH:56]=4)[C:53]([NH2:55])=[O:54])[N:45]=3)[CH2:63][CH2:62]2)[C:29]=1[CH2:35][CH3:36]. Procedure details: The title compound was prepared in an analogous manner as 6-(4-(1-(2-(azetidin-1-yl)ethyl)-4-(5-(trifluoromethyl)pyridin-3-yl)-1H-imidazol-2-yl)piperidin-1-yl)-5-ethylpyrimidin-4-amine of using 5-(1-(2-(azetidin-1-yl)ethyl)-2-(piperidin-4-yl)-1H-imidazol-4-yl)-2-fluorobenzamide instead of 3-(1-(2-(azetidin-1-yl)ethyl)-2-(piperidin-4-yl)-1H-imidazol-4-yl)-5-(trifluoromethyl)pyridine hydrochloride salt. LC-MS: (M+1=493, obsd.=493).